This data is from the Open Reaction Database (ORD), a public repository of structured organic reaction records. The task is: describe an organic reaction: reactants, conditions, products, and yield The reactants are CCN(C(C)C)C(C)C, CCOC(C)=O, ClCCl, O=[N+]([O-])c1ccc(S(=O)(=O)Cl)cc1, CN1CCC(N)CC1. Product: CN1CCC(NS(=O)(=O)c2ccc([N+](=O)[O-])cc2)CC1. As a reaction SMILES: [CH2:9]([N:10]([CH:11]([CH3:12])[CH3:13])[CH:14]([CH3:15])[CH3:16])[CH3:17].[CH3:34][CH2:35][O:36][C:37](=[O:38])[CH3:39].[Cl:18][CH2:19][Cl:20].[N+:21](=[O:22])([O-:23])[c:24]1[cH:25][cH:26][c:27]([S:30](=[O:31])(=[O:32])[Cl:33])[cH:28][cH:29]1.[NH2:1][CH:2]1[CH2:3][CH2:4][N:5]([CH3:8])[CH2:6][CH2:7]1>>[NH:1]([CH:2]1[CH2:3][CH2:4][N:5]([CH3:8])[CH2:6][CH2:7]1)[S:30]([c:27]1[cH:26][cH:25][c:24]([N+:21](=[O:22])[O-:23])[cH:29][cH:28]1)(=[O:31])=[O:32].